describe an organic reaction: reactants, conditions, products, and yield From a dataset of the Open Reaction Database (ORD), a public repository of structured organic reaction records. The reactants are ClC=1C(=C(C=CC1)C1=CCCCC1)C (1-(3'-chloro-2'-methylphenyl)-cyclohexene). Reagents/catalysts: [Pd].[C] (Pd carbon). Run in C(C)O (ethanol). Conditions: time 8 hour. Yields the product C1(CCCCC1)C=1C(=C(C=CC1)Cl)C (3-cyclohexyl-2-methylchlorobenzene). Isolated yield 49.8%. RXN SMILES: [Cl:1][C:2]1[C:3]([CH3:14])=[C:4]([C:8]2[CH2:13][CH2:12][CH2:11][CH2:10][CH:9]=2)[CH:5]=[CH:6][CH:7]=1>C(O)C.[Pd].[C]>[CH:8]1([C:4]2[C:3]([CH3:14])=[C:2]([Cl:1])[CH:7]=[CH:6][CH:5]=2)[CH2:9][CH2:10][CH2:11][CH2:12][CH2:13]1 |f:2.3|. Reported procedure: 103 g of 1-(3'-chloro-2'-methylphenyl)-cyclohexene are dissolved in 1,200 ml of ethanol, and 5 g of Pd/carbon are added. Hydrogenation is carried out for 8 hours at room temperature and under a hydrogen pressure of 80 bar. The catalyst is filtered off from the reaction mixture and the solution is evaporated down. Fractional distillation gives 51.8 g of 3-cyclohexyl-2-methylchlorobenzene (Example 3 in Table 1). Reactants: S(O)(O)(=O)=O (Sulfuric acid), FC=1C=C(C=CC1OC)C(CC1=CC=CC=C1)=NO (1-(3-fluoro-4-methoxyphenyl)-2-phenyl-ethan-1-one oxime), C(CCC)[Li] (n-butyllithium), C1(CCC(=O)O1)=O (Succinic anhydride). Solvent: C1CCOC1 (THF), O (water). Run at temperature -20 celsius, time 1 hour. Yields the product FC=1C=C(C=CC1OC)C1=NOC(=C1C1=CC=CC=C1)C(C(=O)O)C ([3-(3-fluoro-4-methoxyphenyl)-4-phenylisoxazol-5-yl]propanoic acid). RXN SMILES: [F:1][C:2]1[CH:3]=[C:4]([C:10](=[N:18][OH:19])[CH2:11][C:12]2[CH:17]=[CH:16][CH:15]=[CH:14][CH:13]=2)[CH:5]=[CH:6][C:7]=1[O:8][CH3:9].[CH2:20]([Li])CCC.C1(=O)[O:30][C:28](=[O:29])[CH2:27][CH2:26]1.S(=O)(=O)(O)O>O.C1COCC1>[F:1][C:2]1[CH:3]=[C:4]([C:10]2[C:11]([C:12]3[CH:13]=[CH:14][CH:15]=[CH:16][CH:17]=3)=[C:26]([CH:27]([CH3:20])[C:28]([OH:30])=[O:29])[O:19][N:18]=2)[CH:5]=[CH:6][C:7]=1[O:8][CH3:9]. Procedure: 1-(3-Fluoro-4-methoxyphenyl)-2-phenyl-ethan-1-one oxime from Step 2 (2.00 g, 7.71 mmol) and anhydrous THF (80 mL) under a nitrogen blanket was cooled to -20° C., and n-butyllithium (1.6N, 12.0 mL) was added, via syringe, over 20 minutes, keeping the reaction temperature <-10° C. The deep red suspension was stirred at -20° C. for 1 hour, warmed to room temperature, and stirred at room temperature for 1 hour. Succinic anhydride (926 mg, 9.26 mmol) was added in one portion, and the yellow reaction ...